Dataset: the Open Reaction Database (ORD), a public repository of structured organic reaction records. Task: describe an organic reaction: reactants, conditions, products, and yield The reactants are CN(C)C(=O)c1ccc(C(=O)O)c(Cl)c1, Nc1ccc(Cl)c(-c2ccccn2)c1. The product is CN(C)C(=O)c1ccc(C(=O)Nc2ccc(Cl)c(-c3ccccn3)c2)c(Cl)c1. RXN SMILES: [Cl:15][c:16]1[c:17]([C:18](=[O:19])[OH:20])[cH:21][cH:22][c:23]([C:25]([N:26]([CH3:27])[CH3:28])=[O:29])[cH:24]1.[Cl:1][c:2]1[c:3](-[c:9]2[n:10][cH:11][cH:12][cH:13][cH:14]2)[cH:4][c:5]([NH2:6])[cH:7][cH:8]1>>[Cl:1][c:2]1[c:3](-[c:9]2[n:10][cH:11][cH:12][cH:13][cH:14]2)[cH:4][c:5]([NH:6][C:18]([c:17]2[c:16]([Cl:15])[cH:24][c:23]([C:25]([N:26]([CH3:27])[CH3:28])=[O:29])[cH:22][cH:21]2)=[O:19])[cH:7][cH:8]1. Starting materials: C1(=CC=CC=C1)C (toluene), NC=1C(=CC(=C(C1)N1N=C(N(C1=O)C(F)F)C)Cl)Cl (1-(5-amino-2,4-dichlorophenyl)-4,5-dihydro-4-difluoromethyl-3-methyl-1,2,4-triazol-5(1H)-one), CS(=O)(=O)Cl (methanesulfonyl chloride), C1(=CC=CC=C1)C (toluene). Reagents/catalysts: CN(C)C=O (DMF). Solvent: O (water). Conditions: temperature 148 celsius, time 18 hour. Yields the product ClC1=C(C=C(C(=C1)Cl)N1N=C(N(C1=O)C(F)F)C)NS(=O)(=O)C (N-[2,4-dichloro-5-[4-(difluoromethyl)-4,5-dihydro-3-methyl-5-oxo-1H-1,2,4-triazol-1-yl]phenyl]methanesulfonamide). Yield: 83.3%. As a reaction SMILES: [NH2:1][C:2]1[C:3]([Cl:19])=[CH:4][C:5]([Cl:18])=[C:6]([N:8]2[C:12](=[O:13])[N:11]([CH:14]([F:16])[F:15])[C:10]([CH3:17])=[N:9]2)[CH:7]=1.[CH3:20][S:21](Cl)(=[O:23])=[O:22].C1(C)C=CC=CC=1>CN(C=O)C.O>[Cl:19][C:3]1[CH:4]=[C:5]([Cl:18])[C:6]([N:8]2[C:12](=[O:13])[N:11]([CH:14]([F:15])[F:16])[C:10]([CH3:17])=[N:9]2)=[CH:7][C:2]=1[NH:1][S:21]([CH3:20])(=[O:23])=[O:22]. Reported procedure: To a one liter roundbottom flask equipped with a mechanical stirrer and a thermometer was added 104.5 grams (0.3 mole—1.0 equiv.) of 88.7% pure 1-(5-amino-2,4-dichlorophenyl)-4,5-dihydro-4-difluoromethyl-3-methyl-1,2,4-triazol-5(1H)-one, 52.6 grams (0.45 mole—1.5 equiv.) of methanesulfonyl chloride, 0.9 gram (0.012 mole—0.04 equiv.) of DMF, and 93 grams of toluene (% wt/wt. triazol-5(1H)-one to solvent—112%). Upon completion of addition, the reaction mixture was heated at about 148° C. for four ... The reactants are CC(C)=CCc1ccc(C(C)Cl)cc1, N#C[Na]. Product: CC(C)=CCc1ccc(C(C)C#N)cc1. Reaction SMILES: [Cl:1][CH:2]([CH3:3])[c:4]1[cH:5][cH:6][c:7]([CH2:10][CH:11]=[C:12]([CH3:13])[CH3:14])[cH:8][cH:9]1.[Na:15][C:16]#[N:17]>>[CH:2]([CH3:3])([c:4]1[cH:5][cH:6][c:7]([CH2:10][CH:11]=[C:12]([CH3:13])[CH3:14])[cH:8][cH:9]1)[C:16]#[N:17]. Yields the product Cc1cc2c(c(C(C)(C)C)c1)OC(=O)C2Cl. As a reaction SMILES: [C:1]([CH3:2])([CH3:3])([CH3:4])[c:5]1[cH:6][c:7]([CH3:16])[cH:8][c:9]2[c:13]1[O:12][C:11](=[O:14])[CH:10]2[OH:15].[O:21]=[CH:22][N:23]([CH3:24])[CH3:25].[S:17]([Cl:18])([Cl:19])=[O:20]>>[C:1]([CH3:2])([CH3:3])([CH3:4])[c:5]1[cH:6][c:7]([CH3:16])[cH:8][c:9]2[c:13]1[O:12][C:11](=[O:14])[CH:10]2[Cl:19]. Starting materials: Cc1cc2c(c(C(C)(C)C)c1)OC(=O)C2O, CN(C)C=O, O=S(Cl)Cl. Reactants: COc1cc2nccc(Oc3ccc(N)cc3)c2cc1OC, CCO, Cc1ccc(C(=O)N=C=S)cc1, Cc1ccccc1. Yields the product COc1cc2nccc(Oc3ccc(NC(=S)NC(=O)c4ccc(C)cc4)cc3)c2cc1OC. Reaction SMILES: [CH3:1][O:2][c:3]1[cH:4][c:5]2[c:6]([O:15][c:16]3[cH:17][cH:18][c:19]([NH2:20])[cH:21][cH:22]3)[cH:7][cH:8][n:9][c:10]2[cH:11][c:12]1[O:13][CH3:14].[CH3:23][CH2:24][OH:25].[CH3:26][c:27]1[cH:28][cH:29][c:30]([C:33](=[O:34])[N:35]=[C:36]=[S:37])[cH:31][cH:32]1.[CH3:38][c:39]1[cH:40][cH:41][cH:42][cH:43][cH:44]1>>[CH3:1][O:2][c:3]1[cH:4][c:5]2[c:6]([O:15][c:16]3[cH:17][cH:18][c:19]([NH:20][C:36]([NH:35][C:33]([c:30]4[cH:29][cH:28][c:27]([CH3:26])[cH:32][cH:31]4)=[O:34])=[S:37])[cH:21][cH:22]3)[cH:7][cH:8][n:9][c:10]2[cH:11][c:12]1[O:13][CH3:14]. Reactants: O=C1C(=CNC2=CC=CC(=C12)C(F)(F)F)C(=O)O (4-oxo-5-(trifluoromethyl)-1,4-dihydroquinoline-3-carboxylic acid), C12CCC(CC1)N2C2=CC(=C(N)C=C2)C(F)(F)F (4-(7-azabicyclo[2.2.1]heptan-7-yl)-2-(trifluoromethyl)aniline), propyl phosphonic acid cyclic anhydride, N1=CC=CC=C1 (pyridine). Run in C(C)(=O)OCC (ethyl acetate), CC1OCCC1 (2-methyltetrahydrofuran), C(C)(=O)OCC (ethyl acetate). Conditions: temperature 65 celsius. The product is C12CCC(CC1)N2C2=CC(=C(C=C2)NC(=O)C2=CNC1=CC=CC(=C1C2=O)C(F)(F)F)C(F)(F)F (N-(4-(7-azabicyclo[2.2.1]heptan-7-yl)-2-(trifluoromethyl)phenyl)-4-oxo-5-(trifluoromethyl)-1,4-dihydroquinoline-3-carboxamide). RXN SMILES: [O:1]=[C:2]1[C:11]2[C:6](=[CH:7][CH:8]=[CH:9][C:10]=2[C:12]([F:15])([F:14])[F:13])[NH:5][CH:4]=[C:3]1[C:16]([OH:18])=O.[CH:19]12[N:25]([C:26]3[CH:32]=[CH:31][C:29]([NH2:30])=[C:28]([C:33]([F:36])([F:35])[F:34])[CH:27]=3)[CH:22]([CH2:23][CH2:24]1)[CH2:21][CH2:20]2.N1C=CC=CC=1>CC1CCCO1.C(OCC)(=O)C>[CH:22]12[N:25]([C:26]3[CH:32]=[CH:31][C:29]([NH:30][C:16]([C:3]4[C:2](=[O:1])[C:11]5[C:6](=[CH:7][CH:8]=[CH:9][C:10]=5[C:12]([F:13])([F:14])[F:15])[NH:5][CH:4]=4)=[O:18])=[C:28]([C:33]([F:36])([F:34])[F:35])[CH:27]=3)[CH:19]([CH2:20][CH2:21]1)[CH2:24][CH2:23]2. Procedure details: To a solution of 4-oxo-5-(trifluoromethyl)-1H-quinoline-3-carboxylic acid (7) (9.1 g, 35.39 mmol) and 4-(7-azabicyclo[2.2.1]heptan-7-yl)-2-(trifluoromethyl)aniline (11A) (9.2 g, 35.74 mmol) in 2-methyltetrahydrofuran (91.00 mL) was added propyl phosphonic acid cyclic anhydride (T3P (50% solution in ethyl acetate), 52.68 mL, 88.48 mmol) and pyridine (5.6 g, 5.73 mL, 70.78 mmol) at room temperature. The reaction flask was heated at 65° C. for 10 h under a nitrogen atmosphere. After cooling to room... Starting materials: C(CO)O (ethylene glycol), OCC(O)CO (glycerin). The product is polyester, C(C1=CC=C(C(=O)OC)C=C1)(=O)OC (dimethyl terephthalate). Isolated yield 490.7%. RXN SMILES: [CH2:1]([OH:4])[CH2:2]O.O[CH2:6][CH:7]([CH2:9][OH:10])O>>[C:9]([O:10][CH3:1])(=[O:10])[C:7]1[CH:6]=[CH:7][C:2]([C:1]([O:4][CH3:2])=[O:4])=[CH:9][CH:6]=1. Reported procedure: A polyester is produced in known manner from 388 g of dimethyl terephthalate, 112 g of ethylene glycol and 75 g of glycerin and this polyester is mixed in two portions with 137 g of the reaction product of Example A at a temperature of 180°-215° C. After the diimidedicarboxylic acid (reaction product as Example A) has been completely taken up in the terephthalic acid resin, 1.8 g of cadmium acetate is added thereto. The reaction mixture is subsequently further condensed for 3 hours at 215° C., f...